Task: describe an organic reaction: reactants, conditions, products, and yield. Dataset: the Open Reaction Database (ORD), a public repository of structured organic reaction records Starting materials: Boc, NC1=C(N=C(S1)C1=C(C(=CC=C1)Br)F)C(=O)NC=1C=NN(C1N1CC[C@@H](CCC1)N)C ((R)-5-amino-N-(5-(4-aminoazepan-1-yl)-1-methyl-1H-pyrazol-4-yl)-2-(3-bromo-2-fluorophenyl)thiazole-4-carboxamide), C(C1=CC=CC=C1)OC(=O)N[C@H]1CCN(CCC1)C1=C(C=NN1C)NC(=O)C=1N=C(SC1NC(OC(C)(C)C)=O)C1=C(C(=CC=C1)Br)F (tert-butyl N-[4-[[5-[(4R)-4-(benzyloxycarbonylamino)azepan-1-yl]-1-methyl-pyrazol-4-yl]carbamoyl]-2-(3-bromo-2-fluoro-phenyl)thiazol-5-yl]carbamate), CC1(OB(OC1(C)C)C=C)C (4,4,5,5-tetramethyl-2-vinyl-1,3,2-dioxaborolane), solution, C(=O)([O-])[O-].[Na+].[Na+] (Na2CO3), solution, C(C)(=O)[O-].[K+] (potassium acetate). The reagents and catalysts are C1=CC=C(C=C1)P([C-]2C=CC=C2)C3=CC=CC=C3.C1=CC=C(C=C1)P([C-]2C=CC=C2)C3=CC=CC=C3.Cl[Pd]Cl.[Fe+2] (dichloro[1,1′-bis(diphenylphosphino)ferrocene]palladium(II)). Run in C(C)#N (acetonitrile). The product is C(C1=CC=CC=C1)OC(=O)N[C@H]1CCN(CCC1)C1=C(C=NN1C)NC(=O)C=1N=C(SC1NC(OC(C)(C)C)=O)C1=C(C(=CC=C1)C=C)F (tert-butyl N-[4-[[5-[(4R)-4-(benzyloxycarbonylamino)azepan-1-yl]-1-methyl-pyrazol-4-yl]carbamoyl]-2-(2-fluoro-3-vinyl-phenyl)thiazol-5-yl]carbamate). RXN SMILES: N[C:2]1SC(C2C=CC=C(Br)C=2F)=N[C:3]=1C(NC1C=NN(C)C=1N1CCC[C@@H](N)CC1)=O.[CH2:32]([O:39][C:40]([NH:42][C@@H:43]1[CH2:49][CH2:48][CH2:47][N:46]([C:50]2[N:54]([CH3:55])[N:53]=[CH:52][C:51]=2[NH:56][C:57]([C:59]2[N:60]=[C:61]([C:72]3[CH:77]=[CH:76][CH:75]=[C:74](Br)[C:73]=3[F:79])[S:62][C:63]=2[NH:64][C:65](=[O:71])[O:66][C:67]([CH3:70])([CH3:69])[CH3:68])=[O:58])[CH2:45][CH2:44]1)=[O:41])[C:33]1[CH:38]=[CH:37][CH:36]=[CH:35][CH:34]=1.CC1(C)C(C)(C)OB(C=C)O1.C([O-])([O-])=O.[Na+].[Na+].C([O-])(=O)C.[K+]>C1C=CC(P(C2C=CC=CC=2)[C-]2C=CC=C2)=CC=1.C1C=CC(P(C2C=CC=CC=2)[C-]2C=CC=C2)=CC=1.Cl[Pd]Cl.[Fe+2].C(#N)C>[CH2:32]([O:39][C:40]([NH:42][C@@H:43]1[CH2:49][CH2:48][CH2:47][N:46]([C:50]2[N:54]([CH3:55])[N:53]=[CH:52][C:51]=2[NH:56][C:57]([C:59]2[N:60]=[C:61]([C:72]3[CH:77]=[CH:76][CH:75]=[C:74]([CH:2]=[CH2:3])[C:73]=3[F:79])[S:62][C:63]=2[NH:64][C:65](=[O:71])[O:66][C:67]([CH3:70])([CH3:69])[CH3:68])=[O:58])[CH2:45][CH2:44]1)=[O:41])[C:33]1[CH:38]=[CH:37][CH:36]=[CH:35][CH:34]=1 |f:3.4.5,6.7,8.9.10.11|. Reported procedure: The Boc and Cbz protected intermediate of compound 373 from Example 373, tert-butyl N-[4-[[5-[(4R)-4-(benzyloxycarbonylamino)azepan-1-yl]-1-methyl-pyrazol-4-yl]carbamoyl]-2-(3-bromo-2-fluoro-phenyl)thiazol-5-yl]carbamate, (158 mg; 0.213 mmol), 4,4,5,5-tetramethyl-2-vinyl-1,3,2-dioxaborolane (98 mg, 0.11 mmol), dichloro[1,1′-bis(diphenylphosphino)ferrocene]palladium(II) (16 mg, 0.021 mmol), a 1M solution of Na2CO3 (0.32 mL), a 1M solution of potassium acetate (0.32 mL) and acetonitrile (3.5 mL) w... Reactants: C1COCCO1, CC(Nc1nc(Cl)ncc1I)c1cc2cccc(-c3cnn(C)c3)c2c(=O)n1-c1ccccc1, [NH4+], [OH-]. Yields the product CC(Nc1nc(N)ncc1I)c1cc2cccc(-c3cnn(C)c3)c2c(=O)n1-c1ccccc1. Reaction SMILES: [CH2:37]1[O:38][CH2:39][CH2:40][O:41][CH2:42]1.[Cl:1][c:2]1[n:3][cH:4][c:5]([I:34])[c:6]([NH:8][CH:9]([CH3:10])[c:11]2[n:12](-[c:28]3[cH:29][cH:30][cH:31][cH:32][cH:33]3)[c:13](=[O:27])[c:14]3[c:15](-[c:21]4[cH:22][n:23][n:24]([CH3:26])[cH:25]4)[cH:16][cH:17][cH:18][c:19]3[cH:20]2)[n:7]1.[NH4+:35].[OH-:36]>>[c:2]1([NH2:35])[n:3][cH:4][c:5]([I:34])[c:6]([NH:8][CH:9]([CH3:10])[c:11]2[n:12](-[c:28]3[cH:29][cH:30][cH:31][cH:32][cH:33]3)[c:13](=[O:27])[c:14]3[c:15](-[c:21]4[cH:22][n:23][n:24]([CH3:26])[cH:25]4)[cH:16][cH:17][cH:18][c:19]3[cH:20]2)[n:7]1.